describe an organic reaction: reactants, conditions, products, and yield From a dataset of the Open Reaction Database (ORD), a public repository of structured organic reaction records. Starting materials: C(CC(=O)O)(=O)O.C(C)C(C(=O)N)CC (Diethyl acetamide malonate), CC[O-].[Na+] (sodium ethylate), ICCC1=CC=C(C=C1)C(CCCCCCC)=O (4′-(2-iodoethyl)octanophenone). Run in C(C)O (ethanol). Product: C(C)C(C(=O)N)CC.C(CC(=O)[O-])(=O)OCCC1=CC=C(C=C1)C(CCCCCCC)=O (diethyl acetamide 2-(4-octanoyl phenyl)ethyl malonate). Yield: 50.2%. As a reaction SMILES: [C:1]([OH:7])(=[O:6])[CH2:2][C:3]([OH:5])=[O:4].[CH2:8]([CH:10]([CH2:14][CH3:15])[C:11]([NH2:13])=[O:12])[CH3:9].CC[O-].[Na+].I[CH2:21][CH2:22][C:23]1[CH:28]=[CH:27][C:26]([C:29](=[O:37])[CH2:30][CH2:31][CH2:32][CH2:33][CH2:34][CH2:35][CH3:36])=[CH:25][CH:24]=1>C(O)C>[CH2:8]([CH:10]([CH2:14][CH3:15])[C:11]([NH2:13])=[O:12])[CH3:9].[C:1]([O:7][CH2:21][CH2:22][C:23]1[CH:28]=[CH:27][C:26]([C:29](=[O:37])[CH2:30][CH2:31][CH2:32][CH2:33][CH2:34][CH2:35][CH3:36])=[CH:25][CH:24]=1)(=[O:6])[CH2:2][C:3]([O-:5])=[O:4] |f:0.1,2.3,6.7|. Reported procedure: 4′-(2-Iodoethyl)octanophenone (175 g) prepared in the step D-3 was dissolved in anhydrous tetrahydrofuran (700 ml) to obtain 4′-(2-iodoethyl)octanophenone solution. Diethyl acetamide malonate (320 g) and sodium ethylate (100 g) was dissolved in anhydrous ethanol (1050 ml), and the 4′-(2-iodoethyl)octanophenone (175 g) solution was added, and the solution was heated to reflux for 7 hours. Tetrahydrofuran was removed by distillation from the solution. The solution was poured into ice water to obta... Starting materials: C(=O)(OC(C)(C)C)N1C(CN(CC1)C(=O)OC(C)(C)C)C(=O)O (N,N′-diboc-piperazine-2-carboxylic acid), CN(C)C(=[N+](C)C)ON1C2=C(C=CC=C2)N=N1.[B-](F)(F)(F)F (TBTU), C(C)(C)N(CC)C(C)C (diisopropylethyl amine), Cl.COC([C@H](N)C)=O (D-alanine methyl ester hydrochloride), C(C)(C)N(CC)C(C)C (diisopropylethylamine). Solvent: ClCCl (dichloromethane), ClCCl (dichloromethane), CN(C)C=O (DMF). Run at time 45 minute. The product is C[C@H]1NC(C2N(C1=O)CCNC2)=O ((3R)-3-methyltetrahydro-2H-pyrazino[1,2-a]pyrazine-1,4(3H,6H)-dione). As a reaction SMILES: [C:1]([N:8]1[CH2:13][CH2:12][N:11](C(OC(C)(C)C)=O)[CH2:10][CH:9]1[C:21]([OH:23])=O)([O:3]C(C)(C)C)=O.CN(C(O[N:32]1N=N[C:34]2C=CC=C[C:33]1=2)=[N+](C)C)C.[B-](F)(F)(F)F.C(N(C(C)C)CC)(C)C.Cl.COC(=O)[C@@H](C)N>ClCCl.CN(C=O)C>[CH3:34][C@@H:33]1[C:1](=[O:3])[N:8]2[CH2:13][CH2:12][NH:11][CH2:10][CH:9]2[C:21](=[O:23])[NH:32]1 |f:1.2,4.5|. Procedure: To a solution of N,N′-diboc-piperazine-2-carboxylic acid (2 g, 6.06 mmol) in 50 mL of dichloromethane and was added TBTU (2.138 g, 6.66 mmol) and diisopropylethyl amine (1.3 mL, 7.26 mmol). The reaction was stirred for 45 min. In the meantime, a suspension of D-alanine methyl ester hydrochloride (1.249 g, 12.11 mmol) and diisopropylethylamine (3.27 mL, 18.76 mmol) in 20 mL of dichloromethane and 5 mL of DMF was stirred and finally added to the reaction mixture. The reaction was left stirring at ... Reactants: Br, COc1cc2c(c(S(C)(=O)=O)c1)CCN(C)CC2, Cl. Yields the product Br, CN1CCc2cc(O)cc(S(C)(=O)=O)c2CC1. Reaction SMILES: [BrH:20].[CH3:2][O:3][c:4]1[cH:5][c:6]([S:16](=[O:17])(=[O:18])[CH3:19])[c:7]2[c:8]([cH:15]1)[CH2:9][CH2:10][N:11]([CH3:14])[CH2:12][CH2:13]2.[ClH:1]>>[BrH:20].[OH:3][c:4]1[cH:5][c:6]([S:16](=[O:17])(=[O:18])[CH3:19])[c:7]2[c:8]([cH:15]1)[CH2:9][CH2:10][N:11]([CH3:14])[CH2:12][CH2:13]2. Reactants: C (carbon black), NCCS(=O)(=O)O (2-aminoethanesulfonic acid), [N+](=O)(O)[O-] (nitric acid), C (carbon black), C1=C(NC(=C1Br)Br)C(=O)O (DBPA), N(=O)[O-].[Na+] (sodium nitrite). Solvent: O (water), O (water). Yields the product [N+](=O)([O-])[O-].S(=O)(=O)(O)CC[N+]#N (2-sulfoethanediazonium nitrate). RXN SMILES: C.C1C(Br)=C(Br)[NH:4]C=1C(O)=O.[NH2:12][CH2:13][CH2:14][S:15]([OH:18])(=[O:17])=[O:16].[N+:19]([O-:22])([OH:21])=[O:20].N([O-])=O.[Na+]>O>[N+:19]([O-:22])([O-:21])=[O:20].[S:15]([CH2:14][CH2:13][N+:12]#[N:4])([OH:18])(=[O:17])=[O:16] |f:4.5,7.8|. Procedure: This example shows another method for the preparation of a carbon black product of the present invention. A fluffy carbon black with a surface area of 230 m2/g and a DBPA of 70 ml/100 g was used. Twenty grams of this black were added to a solution of 4.9 g of 2-aminoethanesulfonic acid in 180 g of water. Concentrated nitric acid (4.32 g) was added. A solution of 3.33 g of sodium nitrite in 15 g of water was added slowly with stirring, forming 2-sulfoethanediazonium nitrate in situ, which reacted... The reactants are Cl (hydrochloric acid), C(C)(=O)C1=CC2=C(SC3=C2C=CC=C3)C=C1 (2-Acetyldibenzothiophene), Cl[O-].[Na+] (sodium hypochlorite), [OH-].[Na+] (sodium hydroxide). Run in O1CCOCC1 (dioxan). Conditions: time 5 hour. The product is C1=C(C=CC=2SC3=C(C21)C=CC=C3)C(=O)O (dibenzothiophene-2-carboxylic acid). RXN SMILES: [C:1]([C:4]1[CH:16]=[CH:15][C:7]2[S:8][C:9]3[CH:14]=[CH:13][CH:12]=[CH:11][C:10]=3[C:6]=2[CH:5]=1)(=[O:3])C.Cl[O-:18].[Na+].[OH-].[Na+].Cl>O1CCOCC1>[CH:5]1[C:6]2[C:10]3[CH:11]=[CH:12][CH:13]=[CH:14][C:9]=3[S:8][C:7]=2[CH:15]=[CH:16][C:4]=1[C:1]([OH:3])=[O:18] |f:1.2,3.4|. Procedure: 2-Acetyldibenzothiophene (2.24 g.), sodium hypochlorite solution, (47 ml. containing 5.7% available chlorine), Normal sodium hydroxide solution (50 ml.) and dioxan (50 ml.), were heated on a steam bath with stirring for 5 hr. The mixture was acidified with excess hydrochloric acid, and the precipitated colourless solid filtered off, washed with water, and recrystallise twice from acetic acid to give dibenzothiophene-2-carboxylic acid, m.pt. 281°-283° C. The yield is 60.0%. Run in O (water). As a reaction SMILES: C(C1[CH:15]=[CH:14][C:13]2[C:12]3[C:7](=[CH:8][CH:9]=[CH:10][CH:11]=3)[CH2:6][C:5]=2C=1)#N.[H-].[Na+].C[N:19]1[C:23](=O)[CH2:22][CH2:21][CH2:20]1.[CH3:25]I>O>[C:23]([C:22]1[CH:15]=[CH:14][C:13]2[C:12]3[C:7](=[CH:8][CH:9]=[CH:10][CH:11]=3)[C:6]([CH3:5])([CH3:25])[C:20]=2[CH:21]=1)#[N:19] |f:1.2|. Procedure details: 14.29 g of 2-cyanofluorene, 8.9 g of sodium hydride (60% in oil) and 150 ml of NMP were stirred at room temperature for 2.5 hours. Then, 31.2 g of methyl iodide was added into the reaction mixture drop-wisely and stirred for an additional 2 hours at room temperature. The reaction mixture was poured into 200 ml of water and filtered. The crude product was purified by column chromatography, giving 8.5 g (60%) of 2-cyano-9,9-dimethylfluorene. Yields the product C(#N)C1=CC=2C(C3=CC=CC=C3C2C=C1)(C)C (2-cyano-9,9-dimethylfluorene). Reaction conditions: time 2 hour. Starting materials: C(#N)C1=CC=2CC3=CC=CC=C3C2C=C1 (2-cyanofluorene), [H-].[Na+] (sodium hydride), CN1CCCC1=O (NMP), CI (methyl iodide).